This data is from the Open Reaction Database (ORD), a public repository of structured organic reaction records. The task is: describe an organic reaction: reactants, conditions, products, and yield Starting materials: O=C(Cl)OCc1ccc([N+](=O)[O-])cc1, [Na+], C1CCOC1, [OH-], O, O=C(OCc1ccc([N+](=O)[O-])cc1)N1CC(O)CC1c1ncc[nH]1. Product: O=C(OCc1ccc([N+](=O)[O-])cc1)N1CC(O)CC1c1nccn1C(=O)OCc1ccc([N+](=O)[O-])cc1. As a reaction SMILES: [N+:25](=[O:26])([O-:27])[c:28]1[cH:29][cH:30][c:31]([CH2:32][O:33][C:34](=[O:35])[Cl:36])[cH:37][cH:38]1.[Na+:40].[O:42]1[CH2:43][CH2:44][CH2:45][CH2:46]1.[OH-:39].[OH2:41].[nH:1]1[c:2]([CH:6]2[N:7]([C:12](=[O:13])[O:14][CH2:15][c:16]3[cH:17][cH:18][c:19]([N+:22](=[O:23])[O-:24])[cH:20][cH:21]3)[CH2:8][CH:9]([OH:11])[CH2:10]2)[n:3][cH:4][cH:5]1>>[n:1]1([C:34]([O:33][CH2:32][c:31]2[cH:30][cH:29][c:28]([N+:25](=[O:26])[O-:27])[cH:38][cH:37]2)=[O:35])[c:2]([CH:6]2[N:7]([C:12](=[O:13])[O:14][CH2:15][c:16]3[cH:17][cH:18][c:19]([N+:22](=[O:23])[O-:24])[cH:20][cH:21]3)[CH2:8][CH:9]([OH:11])[CH2:10]2)[n:3][cH:4][cH:5]1.